Dataset: the Open Reaction Database (ORD), a public repository of structured organic reaction records. Task: describe an organic reaction: reactants, conditions, products, and yield Run at temperature 65 celsius, time 3 hour. Yields the product FC=1C=C(C=CC1C=1N(C=C(N1)C(F)(F)F)COCC[Si](C)(C)C)C=1C(=CC(=NC1)OCC1(CCC1)C(=O)OCC)C (ethyl 1-{[(5-{3-fluoro-4-[4-(trifluoromethyl)-1-{[2-(trimethylsilyl)ethoxy]methyl}-1H-imidazol-2-yl]phenyl}-4-methylpyridin-2-yl)oxy]methyl}cyclobutanecarboxylate). Yield: 78.1%. Reported procedure: N,N-dimethylformamide (5 mL) was added to 2-(4-bromo-2-fluorophenyl)-4-(trifluoromethyl)-1-{[2-(trimethylsilyl)ethoxy]methyl}-1H-imidazole (293 mg), ethyl 1-({[4-methyl-5-(4,4,5,5-tetramethyl-1,3,2-dioxaborolan-2-yl)pyridin-2-yl]oxy}methyl)-cyclobutanecarboxylate (250 mg) and palladium chloride (dppf) methylene chloride complex (28 mg), and after adding 2N aqueous sodium carbonate solution (1 mL) to the mixture, the atmosphere was replaced with nitrogen and the mixture was stirred at 65° C. for ... Solvent: O (water), C(C)(=O)OCC (ethyl acetate). The reactants are CN(C=O)C (N,N-dimethylformamide), BrC1=CC(=C(C=C1)C=1N(C=C(N1)C(F)(F)F)COCC[Si](C)(C)C)F (2-(4-bromo-2-fluorophenyl)-4-(trifluoromethyl)-1-{[2-(trimethylsilyl)ethoxy]methyl}-1H-imidazole), CC1=CC(=NC=C1B1OC(C(O1)(C)C)(C)C)OCC1(CCC1)C(=O)OCC (ethyl 1-({[4-methyl-5-(4,4,5,5-tetramethyl-1,3,2-dioxaborolan-2-yl)pyridin-2-yl]oxy}methyl)-cyclobutanecarboxylate), C([O-])([O-])=O.[Na+].[Na+] (sodium carbonate). Reaction SMILES: CN(C)C=O.Br[C:7]1[CH:12]=[CH:11][C:10]([C:13]2[N:14]([CH2:22][O:23][CH2:24][CH2:25][Si:26]([CH3:29])([CH3:28])[CH3:27])[CH:15]=[C:16]([C:18]([F:21])([F:20])[F:19])[N:17]=2)=[C:9]([F:30])[CH:8]=1.[CH3:31][C:32]1[C:37](B2OC(C)(C)C(C)(C)O2)=[CH:36][N:35]=[C:34]([O:47][CH2:48][C:49]2([C:53]([O:55][CH2:56][CH3:57])=[O:54])[CH2:52][CH2:51][CH2:50]2)[CH:33]=1.C(=O)([O-])[O-].[Na+].[Na+]>O.C(OCC)(=O)C>[F:30][C:9]1[CH:8]=[C:7]([C:37]2[C:32]([CH3:31])=[CH:33][C:34]([O:47][CH2:48][C:49]3([C:53]([O:55][CH2:56][CH3:57])=[O:54])[CH2:52][CH2:51][CH2:50]3)=[N:35][CH:36]=2)[CH:12]=[CH:11][C:10]=1[C:13]1[N:14]([CH2:22][O:23][CH2:24][CH2:25][Si:26]([CH3:29])([CH3:28])[CH3:27])[CH:15]=[C:16]([C:18]([F:21])([F:20])[F:19])[N:17]=1 |f:3.4.5|. Reported procedure: 41.20 g (112.1 mmol) of 1-[[(S)-8-chloro-11,12,13,13a-tetrahydro-9-oxo-9H-imidazo[1,5-a]pyrrolo[2,1-c][1,4]benzodiazepin-1-yl]carbonyl]imidazole and 12.6 g (123.4 mmol) of butyramidoxime are stirred at 60° for 2.5 hours in 200 ml of N,N-dimethylformamide. The cooled suspension is then filtered; the filter residue is rinsed with ether and dried. The product obtained is stirred at 1120° for 3 hours with 350 ml of glacial acetic acid. The reaction mixture is evaporated and the residue is dissolved ... Yields the product ClC1=CC=CC2=C1C(N1[C@H](C=3N2C=NC3C3=NC(=NO3)CCC)CCC1)=O ((S)-8-chloro-11,12,13,13a-tetrahydro-1-(3-propyl-1,2,4-oxadiazol-5-yl)-9H-imidazo[1,5-a]pyrrolo[2,1-c][1,4]-benzodiazepin-9-one). RXN SMILES: [Cl:1][C:2]1[C:7]2[C:8](=[O:26])[N:9]3[CH2:25][CH2:24][CH2:23][C@H:10]3[C:11]3[N:12]([CH:13]=[N:14][C:15]=3[C:16]([N:18]3C=C[N:20]=[CH:19]3)=[O:17])[C:6]=2[CH:5]=[CH:4][CH:3]=1.[C:27](=NO)(N)[CH2:28][CH2:29]C.C(O)(=O)C>CN(C)C=O>[Cl:1][C:2]1[C:7]2[C:8](=[O:26])[N:9]3[CH2:25][CH2:24][CH2:23][C@H:10]3[C:11]3[N:12]([CH:13]=[N:14][C:15]=3[C:16]3[O:17][N:20]=[C:19]([CH2:27][CH2:28][CH3:29])[N:18]=3)[C:6]=2[CH:5]=[CH:4][CH:3]=1. The reactants are ClC1=CC=CC2=C1C(N1[C@H](C=3N2C=NC3C(=O)N3C=NC=C3)CCC1)=O (1-[[(S)-8-chloro-11,12,13,13a-tetrahydro-9-oxo-9H-imidazo[1,5-a]pyrrolo[2,1-c][1,4]benzodiazepin-1-yl]carbonyl]imidazole), C(CCC)(N)=NO (butyramidoxime), C(C)(=O)O (acetic acid). Solvent: CN(C=O)C (N,N-dimethylformamide). The reactants are ClC1=CC=CC=2CCN(CCC21)C (6-chloro-3-methyl-2,3,4,5-tetrahydro-1H-3-benzazepine), [N+](=O)(O)[O-] (nitric acid). Solvent: S(O)(O)(=O)=O (sulfuric acid). Run at time 8 hour. Product: ClC1=CC=C(C=2CCN(CCC21)C)[N+](=O)[O-] (6-chloro-3-methyl-9-nitro-2,3,4,5-tetrahydro-1H-3-benzazepine). As a reaction SMILES: [Cl:1][C:2]1[C:12]2[CH2:11][CH2:10][N:9]([CH3:13])[CH2:8][CH2:7][C:6]=2[CH:5]=[CH:4][CH:3]=1.[N+:14]([O-])([OH:16])=[O:15]>S(=O)(=O)(O)O>[Cl:1][C:2]1[C:12]2[CH2:11][CH2:10][N:9]([CH3:13])[CH2:8][CH2:7][C:6]=2[C:5]([N+:14]([O-:16])=[O:15])=[CH:4][CH:3]=1. Procedure: To a cold solution of 67.2 g (0.34 mol, U.S. Pat. No. 4,265,890) of 6-chloro-3-methyl-2,3,4,5-tetrahydro-1H-3-benzazepine in 100 ml of sulfuric acid was added, dropwise over 2 hours, 40 ml of concentrated nitric acid. The mixture was stirred at room temperature overnight and quenched in ice. It was made basic with 10% sodium hydroxide solution and extracted with methylene chloride. The organic phase was washed, dried and evaporated to leave a residue, which was chromatographed over a "Waters pre... Reactants: C(C1=CC=CC=C1)OC(C1=CC=C(C=C1)OCCCOC1=CC=C(C=C1)C[C@H](OC)C(=O)OCC)=O ((2S)-4-{3-[4-(2-Ethoxycarbonyl-2-methoxy-ethyl)-phenoxy]-propoxy}-benzoic acid benzyl ester), [OH-].[Na+] (NaOH). The product is C(=O)(O)[C@H](CC1=CC=C(OCCCOC2=CC=C(C(=O)O)C=C2)C=C1)OC ((2S)-4-{3-[4-(2-Carboxy-2-methoxy-ethyl)-phenoxy]-propoxy}-benzoic acid). Reaction SMILES: C([O:8][C:9](=[O:36])[C:10]1[CH:15]=[CH:14][C:13]([O:16][CH2:17][CH2:18][CH2:19][O:20][C:21]2[CH:26]=[CH:25][C:24]([CH2:27][C@@H:28]([C:31]([O:33]CC)=[O:32])[O:29][CH3:30])=[CH:23][CH:22]=2)=[CH:12][CH:11]=1)C1C=CC=CC=1.[OH-].[Na+]>>[C:31]([C@@H:28]([O:29][CH3:30])[CH2:27][C:24]1[CH:23]=[CH:22][C:21]([O:20][CH2:19][CH2:18][CH2:17][O:16][C:13]2[CH:14]=[CH:15][C:10]([C:9]([OH:36])=[O:8])=[CH:11][CH:12]=2)=[CH:26][CH:25]=1)([OH:33])=[O:32] |f:1.2|. Reported procedure: The title compound was prepared from (2S)-4-{3-[4-(2-Ethoxycarbonyl-2-methoxy-ethyl)-phenoxy]-propoxy}-benzoic acid benzyl ester (Step A) by Standard Hydrolysis procedure C (NaOH). MS (ES) for C20H22O7 [M+Na]+: 397. The reactants are Cc1ccccc1, CC1(C)C(C=C(Cl)Cl)C1C(=O)Cl, c1ccncc1, OCc1cccc(-c2ccco2)c1. Yields the product CC1(C)C(C=C(Cl)Cl)C1C(=O)OCc1cccc(-c2ccco2)c1. Reaction SMILES: [CH3:32][c:33]1[cH:34][cH:35][cH:36][cH:37][cH:38]1.[Cl:20][C:21](=[CH:22][CH:23]1[C:24]([CH3:29])([CH3:30])[CH:25]1[C:26](=[O:27])[Cl:28])[Cl:31].[cH:14]1[cH:15][cH:16][n:17][cH:18][cH:19]1.[o:1]1[c:2](-[c:6]2[cH:7][c:8]([CH2:12][OH:13])[cH:9][cH:10][cH:11]2)[cH:3][cH:4][cH:5]1>>[o:1]1[c:2](-[c:6]2[cH:7][c:8]([CH2:12][O:13][C:26]([CH:25]3[CH:23]([CH:22]=[C:21]([Cl:20])[Cl:31])[C:24]3([CH3:29])[CH3:30])=[O:27])[cH:9][cH:10][cH:11]2)[cH:3][cH:4][cH:5]1. Run in CN(C=O)C (N,N-dimethylformamide). Reaction SMILES: CS(O[CH2:6][CH2:7][CH2:8][CH2:9][CH2:10][C:11]1[CH:16]=[CH:15][CH:14]=[CH:13][CH:12]=1)(=O)=O.[C-:17]#[N:18].[Na+].O>CN(C)C=O>[C:11]1([CH2:10][CH2:9][CH2:8][CH2:7][CH2:6][C:17]#[N:18])[CH:16]=[CH:15][CH:14]=[CH:13][CH:12]=1 |f:1.2|. Yield: 949.6%. Reactants: CS(=O)(=O)OCCCCCC1=CC=CC=C1 (1-methylsulfonyloxy-5-phenylpentane), [C-]#N.[Na+] (sodium cyanide), O (water). Reported procedure: A stirred solution of 15.0 grams (0.0062 mole) of 1-methylsulfonyloxy-5-phenylpentane and 9.1 grams (0.190 mole) of sodium cyanide in 150 mL of N,N-dimethylformamide was heated at 50° C. to 55° C. for about 60 hours. After this time the reaction mixture was poured into 400 mL of water. The mixture was extracted with three 250 mL portions of diethyl ether. The combined extracts were then washed with three 200 mL portions of water and 200 mL of an aqueous solution saturated with sodium chloride. T... Yields the product C1(=CC=CC=C1)CCCCCC#N (6-phenylhexanenitrile). Starting materials: BrC=1C=C(C(=NC1)O)F (5-bromo-3-fluoropyridin-2-ol), C([O-])([O-])=O.[K+].[K+] (potassium carbonate), BrCC1CC1 ((bromomethyl)cyclopropane). Run in CN(C)C=O (DMF), C(C)(=O)OCC (ethyl acetate), O (water). Conditions: temperature 70 celsius. Procedure: To a solution of 5-bromo-3-fluoropyridin-2-ol (1.00 g) in DMF (10 mL) were added potassium carbonate (1.44 g) and (bromomethyl)cyclopropane (0.758 mL), and the mixture was stirred with heating at 70° C. for 30 min. The reaction mixture was allowed to cool to room temperature, and diluted with ethyl acetate and water, and the organic layer was separated. The organic layer was washed with saturated brine, and dried over anhydrous magnesium sulfate, and the solvent was evaporated under reduced pres... The product is BrC=1C=C(C(=NC1)OCC1CC1)F (5-bromo-2-(cyclopropylmethoxy)-3-fluoropyridine). As a reaction SMILES: [Br:1][C:2]1[CH:3]=[C:4]([F:9])[C:5]([OH:8])=[N:6][CH:7]=1.C(=O)([O-])[O-].[K+].[K+].Br[CH2:17][CH:18]1[CH2:20][CH2:19]1>CN(C=O)C.C(OCC)(=O)C.O>[Br:1][C:2]1[CH:3]=[C:4]([F:9])[C:5]([O:8][CH2:17][CH:18]2[CH2:20][CH2:19]2)=[N:6][CH:7]=1 |f:1.2.3|. The reactants are C(C1=CC=CC=C1)OC[C@H](C(=O)O)NC(C(C)(C)NC(=O)OC(C)(C)C)=O ((R)-3-(benzyloxy)-2-(2-(tert-butoxycarbonylamino)-2-methyl propanamido)propanoic acid), C(C1=CC=CC=C1)OC[C@H](C(=O)O)NC(C(C)(C)NC(=O)OC(C)(C)C)=O ((R)-3-(benzyloxy)-2-(2-(tert-butoxycarbonylamino)-2-methyl propanamido)propanoic acid), FC1=CC=C(C=C1)C1CN(C(C12CNCCC2)=O)C (4-(4-fluorophenyl)-2-methyl-2,7-diazaspiro[4.5]decan-1-one), C(CC)P1(OP(OP(O1)(=O)CCC)(=O)CCC)=O (T3P). Run in CC#N (MeCN), C([O-])(O)=O.[Na+] (sodium bicarbonate), C(Cl)Cl (DCM). Run at time 20 hour. Product: C(C1=CC=CC=C1)OC[C@H](C(=O)N1CC2(C(CN(C2=O)C)C2=CC=C(C=C2)F)CCC1)NC(C(C)(C)NC(OC(C)(C)C)=O)=O (tert-butyl 1-((2R)-3-(benzyloxy)-1-(4-(4-fluorophenyl)-2-methyl-1-oxo-2,7-diazaspiro[4.5]decan-7-yl)-1-oxopropan-2-ylamino)-2-methyl-1-oxopropan-2-ylcarbamate). Yield: 96.7%. As a reaction SMILES: [CH2:1]([O:8][CH2:9][C@@H:10]([NH:14][C:15](=[O:27])[C:16]([NH:19][C:20]([O:22][C:23]([CH3:26])([CH3:25])[CH3:24])=[O:21])([CH3:18])[CH3:17])[C:11](O)=[O:12])[C:2]1[CH:7]=[CH:6][CH:5]=[CH:4][CH:3]=1.[F:28][C:29]1[CH:34]=[CH:33][C:32]([CH:35]2[C:39]3([CH2:44][CH2:43][CH2:42][NH:41][CH2:40]3)[C:38](=[O:45])[N:37]([CH3:46])[CH2:36]2)=[CH:31][CH:30]=1.C(P1(=O)OP(CCC)(=O)OP(CCC)(=O)O1)CC>CC#N.C(=O)(O)[O-].[Na+].C(Cl)Cl>[CH2:1]([O:8][CH2:9][C@@H:10]([NH:14][C:15](=[O:27])[C:16]([NH:19][C:20](=[O:21])[O:22][C:23]([CH3:24])([CH3:26])[CH3:25])([CH3:18])[CH3:17])[C:11]([N:41]1[CH2:42][CH2:43][CH2:44][C:39]2([C:38](=[O:45])[N:37]([CH3:46])[CH2:36][CH:35]2[C:32]2[CH:33]=[CH:34][C:29]([F:28])=[CH:30][CH:31]=2)[CH2:40]1)=[O:12])[C:2]1[CH:3]=[CH:4][CH:5]=[CH:6][CH:7]=1 |f:4.5|. Procedure details: To a stirred solution of (R)-3-benzyloxy-2-(2-tert-butoxycarbonylamino-2-methylpropionylamino)-propionic acid (Intermediate 3A) (344 mg, 0.904 mmol) and 4-(4-fluorophenyl)-2-methyl-2,7-diazaspiro[4.5]decan-1-one (270 mg, 0.904 mmol) in MeCN (4 mL) was added dropwise a solution of ®T3P (50% in EtOAc) (1.055 ml, 1.807 mmol) at room temperature. The resulting colourless solution was stirred for 20 hours. The reaction mixture was diluted with saturated aqueous sodium bicarbonate solution (10 mL) and... Reactants: C(CC)N(C1=C(C(=C(C=C1[N+](=O)[O-])C)Cl)[N+](=O)[O-])CCC (N,N-di-n-propyl-3-chloro-2,6-dinitro-4-methylaniline), N (ammonia), product. Product: C(CC)N(C=1C(=C(C(=CC1[N+](=O)[O-])C)N)[N+](=O)[O-])CCC (di-n-propyl-2,4-dinitro-6-methyl-1,3-phenylenediamine). RXN SMILES: [CH2:1]([N:4]([CH2:19][CH2:20][CH3:21])[C:5]1[C:10]([N+:11]([O-:13])=[O:12])=[CH:9][C:8]([CH3:14])=[C:7](Cl)[C:6]=1[N+:16]([O-:18])=[O:17])[CH2:2][CH3:3].[NH3:22]>>[CH2:1]([N:4]([CH2:19][CH2:20][CH3:21])[C:5]1[C:6]([N+:16]([O-:18])=[O:17])=[C:7]([NH2:22])[C:8]([CH3:14])=[CH:9][C:10]=1[N+:11]([O-:13])=[O:12])[CH2:2][CH3:3]. Procedure details: This compound was prepared in a similar manner by reaction of N,N-di-n-propyl-3-chloro-2,6-dinitro-4-methylaniline with ammonia. The crystalline product melts at 126°-127°C.